This data is from the Open Reaction Database (ORD), a public repository of structured organic reaction records. The task is: describe an organic reaction: reactants, conditions, products, and yield Reactants: C[C@@]1(CN2C(O1)=NC(=C2)[N+](=O)[O-])CN2CCN(CC2)C2CCN(CC2)C(=O)OC(C)(C)C (Tert-butyl (S)-4-[4-(2-methyl-6-nitro-2,3-dihydroimidazo[2,1-b]oxazol-2-ylmethyl)piperazin-1-yl]piperidine-1-carboxylate), FC(OC1=CC=C(C=C1)C=CC=O)(F)F (3-(4-trifluoromethoxyphenyl)propenal), C(C)(=O)O[BH-](OC(C)=O)OC(C)=O.[Na+] (sodium triacetoxyborohydride), FC(C(=O)O)(F)F (trifluoroacetic acid). Run in C(Cl)Cl (methylene chloride). Conditions: time 1.5 hour. Product: C[C@@]1(CN2C(O1)=NC(=C2)[N+](=O)[O-])CN2CCN(CC2)C2CCN(CC2)CC=CC2=CC=C(C=C2)OC(F)(F)F ((S)-2-methyl-6-nitro-2-[4-{1-[3-(4-trifluoromethoxyphenyl)-2-propenyl]piperidin-4-yl}piperazin-1-ylmethyl]-2,3-dihydroimidazo[2,1-b]oxazole). The yield is 48.8%. RXN SMILES: [CH3:1][C@@:2]1([CH2:13][N:14]2[CH2:19][CH2:18][N:17]([CH:20]3[CH2:25][CH2:24][N:23]([C:26](OC(C)(C)C)=O)[CH2:22][CH2:21]3)[CH2:16][CH2:15]2)[O:6][C:5]2=[N:7][C:8]([N+:10]([O-:12])=[O:11])=[CH:9][N:4]2[CH2:3]1.FC(F)(F)C(O)=O.[F:40][C:41]([F:54])([F:53])[O:42][C:43]1[CH:48]=[CH:47][C:46]([CH:49]=[CH:50]C=O)=[CH:45][CH:44]=1.C(O[BH-](OC(=O)C)OC(=O)C)(=O)C.[Na+]>C(Cl)Cl>[CH3:1][C@@:2]1([CH2:13][N:14]2[CH2:19][CH2:18][N:17]([CH:20]3[CH2:25][CH2:24][N:23]([CH2:26][CH:50]=[CH:49][C:46]4[CH:45]=[CH:44][C:43]([O:42][C:41]([F:40])([F:53])[F:54])=[CH:48][CH:47]=4)[CH2:22][CH2:21]3)[CH2:16][CH2:15]2)[O:6][C:5]2=[N:7][C:8]([N+:10]([O-:12])=[O:11])=[CH:9][N:4]2[CH2:3]1 |f:3.4|. Reported procedure: Tert-butyl (S)-4-[4-(2-methyl-6-nitro-2,3-dihydroimidazo[2,1-b]oxazol-2-ylmethyl)piperazin-1-yl]piperidine-1-carboxylate (750 mg, 1.66 mmol) was dissolved in methylene chloride (5 ml), trifluoroacetic acid (5 ml) was added followed by stirring at room temperature for 1.5 hours. The reaction mixture was concentrated. To the residue, methylene chloride (5 ml) and triethylamine (5 ml) were added, and the mixture was stirred at room temperature for 10 minutes and then concentrated. The residue was d... Starting materials: ClC1=C(C=CC(=C1)SC)C#CC(=O)C1CC1 (1-[2-chloro-4-(methylsulphenyl)phenyl]-3-cyclopropylprop-1-yn-3-one), CCOC(=O)/C(=N\O)/Cl (ethyl chloro-oximidoacetate). Run in C1(=CC=CC=C1)C (toluene). The product is ClC1=C(C=CC(=C1)SC)C1=C(C(=NO1)C(=O)OCC)C(=O)C1CC1 (ethyl 5-[2-chloro-4-(methylsulphenyl)phenyl]-4-cyclopropylcarbonylisoxazole-3-carboxylate). Isolated yield 35.5%. As a reaction SMILES: [Cl:1][C:2]1[CH:7]=[C:6]([S:8][CH3:9])[CH:5]=[CH:4][C:3]=1[C:10]#[C:11][C:12]([CH:14]1[CH2:16][CH2:15]1)=[O:13].[CH3:17][CH2:18][O:19][C:20](/[C:22](/Cl)=[N:23]\[OH:24])=[O:21]>C1(C)C=CC=CC=1>[Cl:1][C:2]1[CH:7]=[C:6]([S:8][CH3:9])[CH:5]=[CH:4][C:3]=1[C:10]1[O:24][N:23]=[C:22]([C:20]([O:19][CH2:18][CH3:17])=[O:21])[C:11]=1[C:12]([CH:14]1[CH2:16][CH2:15]1)=[O:13]. Procedure: A mixture of 1-[2-chloro-4-(methylsulphenyl)phenyl]-3-cyclopropylprop-1-yn-3-one (1.39g) and ethyl chloro-oximidoacetate (0.84g) in toluene was stirred and heated at reflux overnight. It was cooled and evaporated to dryness. The residue was purified by chromatography eluted with a mixture of hexane and dichloromethane, followed by ether to give ethyl 5-[2-chloro-4-(methylsulphenyl)phenyl]-4-cyclopropylcarbonylisoxazole-3-carboxylate (compound 9, 0.72g) as an orange solid, m.p. 50° C. The reactants are C[Si](CCOCN1C=CC2=C1N=CN=C2C=2C=NN(C2)C2CC(CCC2)CC#N)(C)C (3-[4-(7-[2-(trimethylsilyl)ethoxy]methyl-7H-pyrrolo[2,3-d]pyrimidin-4-yl)-1H-pyrazol-1-yl]cyclohexylacetonitrile), C(=O)(C(F)(F)F)O (TFA), C(CN)N (ethylenediamine), N-hydroxymethyl. Solvent: C(Cl)Cl (DCM). Conditions: time 1 hour. Yields the product FC(C(=O)O)(F)F.N1=CN=C(C2=C1NC=C2)C=2C=NN(C2)C2CC(CCC2)CC#N (3-[4-(7H-Pyrrolo[2,3-d]pyrimidin-4-yl)-1H-pyrazol-1-yl]cyclohexylacetonitrile trifluoroacetate). Yield: 83.0%. Reaction SMILES: C[Si](C)(C)CCOC[N:7]1[C:11]2[N:12]=[CH:13][N:14]=[C:15]([C:16]3[CH:17]=[N:18][N:19]([CH:21]4[CH2:26][CH2:25][CH2:24][CH:23]([CH2:27][C:28]#[N:29])[CH2:22]4)[CH:20]=3)[C:10]=2[CH:9]=[CH:8]1.[C:32]([OH:38])([C:34]([F:37])([F:36])[F:35])=[O:33].C(N)CN>C(Cl)Cl>[F:35][C:34]([F:37])([F:36])[C:32]([OH:38])=[O:33].[N:12]1[C:11]2[NH:7][CH:8]=[CH:9][C:10]=2[C:15]([C:16]2[CH:17]=[N:18][N:19]([CH:21]3[CH2:26][CH2:25][CH2:24][CH:23]([CH2:27][C:28]#[N:29])[CH2:22]3)[CH:20]=2)=[N:14][CH:13]=1 |f:4.5|. Procedure details: To 3-[4-(7-[2-(trimethylsilyl)ethoxy]methyl-7H-pyrrolo[2,3-d]pyrimidin-4-yl)-1H-pyrazol-1-yl]cyclohexylacetonitrile (30.1 mg, 0.0689 mmol) was added DCM (1.0 mL) and TFA (1.0 mL). The resulting mixture was stirred for 1 hour at ambient temperature, at which point LCMS indicated complete cleavage to the N-hydroxymethyl intermediate. The solvent was removed and to the residue was added methanol (1.0 mL) followed by ethylenediamine (37 μL, 0.55 mmol), after which the reaction was stirred for 5 hour...